Dataset: the Open Reaction Database (ORD), a public repository of structured organic reaction records. Task: describe an organic reaction: reactants, conditions, products, and yield Reactants: O=C([O-])[O-], COC(=O)c1ccc(O)c(OC)c1, CC(C)=O, [K+], [K+], Cc1ccc(S(=O)(=O)OCCCCl)cc1. Yields the product COC(=O)c1ccc(OCCCCl)c(OC)c1. Reaction SMILES: [C:29](=[O:30])([O-:31])[O-:32].[CH3:16][O:17][C:18]([c:19]1[cH:20][cH:21][c:22]([OH:27])[c:23]([O:25][CH3:26])[cH:24]1)=[O:28].[CH3:35][C:36](=[O:37])[CH3:38].[K+:33].[K+:34].[c:1]1([CH3:2])[cH:3][cH:4][c:5]([S:6]([O:7][CH2:11][CH2:12][CH2:13][Cl:14])(=[O:8])=[O:9])[cH:10][cH:15]1>>[CH2:11]([CH2:12][CH2:13][Cl:14])[O:27][c:22]1[cH:21][cH:20][c:19]([C:18]([O:17][CH3:16])=[O:28])[cH:24][c:23]1[O:25][CH3:26]. As a reaction SMILES: [C:22](=[O:23])([O-:24])[O-:25].[CH3:28][N:29]([CH3:30])[CH:31]=[O:32].[CH3:33][CH2:34][CH2:35][CH2:36][CH2:37][CH3:38].[Cl:12][CH2:13][CH2:14][CH2:15][CH2:16][CH2:17][CH2:18][CH2:19][CH2:20][OH:21].[K+:26].[K+:27].[OH2:39].[OH:1][c:2]1[cH:3][cH:4][c:5]2[cH:6][cH:7][cH:8][cH:9][c:10]2[cH:11]1>>[O:1]([c:2]1[cH:3][cH:4][c:5]2[cH:6][cH:7][cH:8][cH:9][c:10]2[cH:11]1)[CH2:13][CH2:14][CH2:15][CH2:16][CH2:17][CH2:18][CH2:19][CH2:20][OH:21]. Product: OCCCCCCCCOc1ccc2ccccc2c1. The reactants are O=C([O-])[O-], CN(C)C=O, CCCCCC, OCCCCCCCCCl, [K+], [K+], O, Oc1ccc2ccccc2c1. Starting materials: Cc1ccc(N(CC(=O)O)S(=O)(=O)c2ccccc2C)cc1, OCCNCc1ccccn1. Product: Cc1ccc(N(CC(=O)N(CCO)Cc2ccccn2)S(=O)(=O)c2ccccc2C)cc1. As a reaction SMILES: [c:1]1([CH3:22])[c:2]([S:7](=[O:8])(=[O:9])[N:10]([c:11]2[cH:12][cH:13][c:14]([CH3:17])[cH:15][cH:16]2)[CH2:18][C:19](=[O:20])[OH:21])[cH:3][cH:4][cH:5][cH:6]1.[n:23]1[c:24]([CH2:29][NH:30][CH2:31][CH2:32][OH:33])[cH:25][cH:26][cH:27][cH:28]1>>[c:1]1([CH3:22])[c:2]([S:7](=[O:8])(=[O:9])[N:10]([c:11]2[cH:12][cH:13][c:14]([CH3:17])[cH:15][cH:16]2)[CH2:18][C:19](=[O:21])[N:30]([CH2:29][c:24]2[n:23][cH:28][cH:27][cH:26][cH:25]2)[CH2:31][CH2:32][OH:33])[cH:3][cH:4][cH:5][cH:6]1. The reactants are O=C1O[C@H](CN1C1=CC(=C(C=C1)C1CCNCC1)F)CNC(C)=O ((S)-(−)-N-[[2-Oxo-3-[4-(4-piperidinyl)-3-fluorophenyl]-5-oxazolidinyl]methyl]acetamide), S(C#N)CC(=O)OC (methyl thiocyanatoacetate), C(C)(=O)O (acetic acid). The solvent is C(C)O (ethanol), C(Cl)Cl (methylene chloride). Yields the product O=C1N=C(SC1)N1CCC(CC1)C1=C(C=C(C=C1)N1C(O[C@H](C1)CNC(C)=O)=O)F ((S)-(−)-N-[[3-[4-[1-(4-Oxo-2-thiazolinyl)-4-piperidinyl]-3-fluorophenyl]-2-oxo-5-oxazolidinyl]methyl]acetamide). Reaction SMILES: [O:1]=[C:2]1[N:6]([C:7]2[CH:12]=[CH:11][C:10]([CH:13]3[CH2:18][CH2:17][NH:16][CH2:15][CH2:14]3)=[C:9]([F:19])[CH:8]=2)[CH2:5][C@H:4]([CH2:20][NH:21][C:22](=[O:24])[CH3:23])[O:3]1.[S:25]([CH2:28][C:29]([O:31]C)=O)[C:26]#[N:27].C(O)(=O)C>C(O)C.C(Cl)Cl>[O:31]=[C:29]1[CH2:28][S:25][C:26]([N:16]2[CH2:15][CH2:14][CH:13]([C:10]3[CH:11]=[CH:12][C:7]([N:6]4[CH2:5][C@H:4]([CH2:20][NH:21][C:22](=[O:24])[CH3:23])[O:3][C:2]4=[O:1])=[CH:8][C:9]=3[F:19])[CH2:18][CH2:17]2)=[N:27]1. Procedure details: A mixture of (S)-(−)-N-[[2-oxo-3-[4-(4-piperidinyl)-3-fluorophenyl]-5-oxazolidinyl]methyl]acetamide (EXAMPLE 20, 310 mg), methyl thiocyanatoacetate (121 mg, Bull. Chem. Soc. Jpn. 1972, 45(5), 1507) and glacial acetic acid (55 mg) in absolute ethanol (5 mL) is stirred at reflux under N2 for 4 hrs and then cooled to ambient temperature, diluted with methylene chloride (45 mL), washed with water (2×15 mL) and saline (20 mL), dried over anhydrous sodium sulfate and concentrated under reduced pressur... Starting materials: FC=1C=C2C(=NC1)N(N=C2C2=NC(=C(C(=N2)N)N)N)CC2=C(C=CC=C2)F (2-[5-Fluoro-1-(2-fluorobenzyl)-1H-pyrazolo[3,4-b]pyridin-3-yl]pyrimidine-4,5,6-triamine), ClC(=O)OC (methyl chloroformate). Run in N1=CC=CC=C1 (pyridine), ClCCl (dichloromethane). Run at temperature 0 celsius, time 1 hour. Yields the product NC1=NC(=NC(=C1NC(OC)=O)N)C1=NN(C2=NC=C(C=C21)F)CC2=C(C=CC=C2)F (Methyl {4,6-diamino-2-[5-fluoro-1-(2-fluorobenzyl)-1H-pyrazolo[3,4-b]pyridin-3-yl]pyrimidin-5-yl}carbamate). RXN SMILES: [F:1][C:2]1[CH:3]=[C:4]2[C:10]([C:11]3[N:16]=[C:15]([NH2:17])[C:14]([NH2:18])=[C:13]([NH2:19])[N:12]=3)=[N:9][N:8]([CH2:20][C:21]3[CH:26]=[CH:25][CH:24]=[CH:23][C:22]=3[F:27])[C:5]2=[N:6][CH:7]=1.Cl[C:29]([O:31][CH3:32])=[O:30]>N1C=CC=CC=1.ClCCl>[NH2:19][C:13]1[C:14]([NH:18][C:29](=[O:30])[O:31][CH3:32])=[C:15]([NH2:17])[N:16]=[C:11]([C:10]2[C:4]3[C:5](=[N:6][CH:7]=[C:2]([F:1])[CH:3]=3)[N:8]([CH2:20][C:21]3[CH:26]=[CH:25][CH:24]=[CH:23][C:22]=3[F:27])[N:9]=2)[N:12]=1. Procedure details: 31.75 g (86.20 mmol) of the compound from example 30A were initially charged in pyridine (600 ml) under argon and cooled to 0° C. Then a solution of 6.66 ml (86.20 mmol) of methyl chloroformate in dichloromethane (10 ml) was added dropwise and the mixture was stirred at 0° C. for 1 h. Thereafter, the reaction mixture was brought to RT, concentrated under reduced pressure and co-distilled repeatedly with toluene. The residue was stirred with water/ethanol and then filtered off with suction using ... Starting materials: C(C1=CC=CC=C1)(=O)O[C@H]1[C@@H](O[C@@H]([C@H]1OC(C1=CC=CC=C1)=O)CC#N)N1C=NC=2C(NN3CCC(CC3)SC3=CC=CC=C3)=NC(=NC12)Cl (2',3'-Di-O-benzoyl-2-chloro-5'-cyano-5'-deoxy-N-(4-phenylthio-1-piperidinyl)adenosine), N (ammonia), C(C)(=O)OCC (Ethyl acetate). Run in CO (methanol). Reaction conditions: time 0.75 hour. Product: ClC=1N=C(C=2N=CN([C@H]3[C@H](O)[C@H](O)[C@@H](CC#N)O3)C2N1)NN1CCC(CC1)SC1=CC=CC=C1 (2-chloro-5'-cyano-5'-deoxy-N-(4-phenylthio-1-piperidinyl)adenosine). Isolated yield 8.8%. RXN SMILES: C([O:9][C@@H:10]1[C@H:14]([O:15]C(=O)C2C=CC=CC=2)[C@@H:13]([CH2:24][C:25]#[N:26])[O:12][C@H:11]1[N:27]1[C:49]2[N:48]=[C:47]([Cl:50])[N:46]=[C:31]([NH:32][N:33]3[CH2:38][CH2:37][CH:36]([S:39][C:40]4[CH:45]=[CH:44][CH:43]=[CH:42][CH:41]=4)[CH2:35][CH2:34]3)[C:30]=2[N:29]=[CH:28]1)(=O)C1C=CC=CC=1.N.C(OCC)(=O)C>CO>[Cl:50][C:47]1[N:46]=[C:31]([NH:32][N:33]2[CH2:34][CH2:35][CH:36]([S:39][C:40]3[CH:45]=[CH:44][CH:43]=[CH:42][CH:41]=3)[CH2:37][CH2:38]2)[C:30]2[N:29]=[CH:28][N:27]([C:49]=2[N:48]=1)[C@@H:11]1[O:12][C@H:13]([CH2:24][C:25]#[N:26])[C@@H:14]([OH:15])[C@H:10]1[OH:9]. Procedure details: This compound was prepared by general method A, described in more detail in Example 22. 2',3'-Di-O-benzoyl-2-chloro-5'-cyano-5'-deoxy-N-(4-phenylthio-1-piperidinyl)adenosine [prepared from 1-amino-6-phenylthiopiperidine (Knutsen, L. J. S., Lau, J., Sheardown, M. J., Thomsen, C.; Bioorganic and Medicinal Chemistry Letters, 1993, 3, 2661-2666) and 9-(2',3'-di-O-benzoyl-5'-cyano-5'-deoxy-β-D-ribofuranosyl)-2,6-dichloro-9H-purine as described in Example 24] (1.5 g, 2.5 mmol) in methanol (20 ml) was ... Starting materials: CC1(OCCO1)CCCNC1=C(C=NC2=CC=CC=C12)N (N4-[3-(2-methyl-[1,3]dioxolan-2-yl)propyl]quinoline-3,4-diamine), C(C)(OCC)(OCC)OCC (triethyl orthoacetate). Reagents/catalysts: C1(=CC=C(C=C1)S(=O)(=O)[O-])C.[NH+]1=CC=CC=C1 (pyridinium p-toluenesulfonate). Solvent: C1(=CC=CC=C1)C (toluene), C1(=CC=CC=C1)C (toluene). Product: CC=1N(C2=C(C=NC=3C=CC=CC23)N1)CCCC1(OCCO1)C (2-methyl-1-[3-(2-methyl-[1,3]dioxolan-2-yl)propyl]-1H-imidazo[4,5-c]quinoline). Yield: 99.6%. RXN SMILES: [CH3:1][C:2]1([CH2:7][CH2:8][CH2:9][NH:10][C:11]2[C:20]3[C:15](=[CH:16][CH:17]=[CH:18][CH:19]=3)[N:14]=[CH:13][C:12]=2[NH2:21])[O:6][CH2:5][CH2:4][O:3]1.[C:22](OCC)(OCC)(OCC)[CH3:23]>C1(C)C=CC=CC=1.C1(C)C=CC(S([O-])(=O)=O)=CC=1.[NH+]1C=CC=CC=1>[CH3:22][C:23]1[N:10]([CH2:9][CH2:8][CH2:7][C:2]2([CH3:1])[O:3][CH2:4][CH2:5][O:6]2)[C:11]2[C:20]3[CH:19]=[CH:18][CH:17]=[CH:16][C:15]=3[N:14]=[CH:13][C:12]=2[N:21]=1 |f:3.4|. Procedure: A solution of N4-[3-(2-methyl-[1,3]dioxolan-2-yl)propyl]quinoline-3,4-diamine (6.20 g, 21.6 mmol), triethyl orthoacetate (3.10 g, 25.8 mmol) and pyridinium p-toluenesulfonate (0.18 g, 0.71 mmol) in toluene (250 mL) was heated at reflux under a Dean-Stark trap for 2 hours, periodically draining off the distillate and adding fresh toluene to the reaction mixture. The solution was concentrated under reduced pressure, and the residue was taken up in dichloromethane (150 mL), washed successively with... The reactants are CCOC(C)=O, COCC#Cc1ncc(C(=O)NC2CCCCC2O)cc1-c1ccc(Cl)cc1. Product: COCCCc1ncc(C(=O)NC2CCCCC2O)cc1-c1ccc(Cl)cc1. RXN SMILES: [CH2:29]([O:30][C:31](=[O:32])[CH3:33])[CH3:34].[Cl:1][c:2]1[cH:3][cH:4][c:5](-[c:8]2[c:9]([C:24]#[C:25][CH2:26][O:27][CH3:28])[n:10][cH:11][c:12]([C:13](=[O:14])[NH:15][CH:16]3[CH:17]([OH:22])[CH2:18][CH2:19][CH2:20][CH2:21]3)[cH:23]2)[cH:6][cH:7]1>>[Cl:1][c:2]1[cH:3][cH:4][c:5](-[c:8]2[c:9]([CH2:24][CH2:25][CH2:26][O:27][CH3:28])[n:10][cH:11][c:12]([C:13](=[O:14])[NH:15][CH:16]3[CH:17]([OH:22])[CH2:18][CH2:19][CH2:20][CH2:21]3)[cH:23]2)[cH:6][cH:7]1. The reactants are C1(=CC=CC=C1)C(C)(C)O (2-phenyl-2-propanol), ClC=1C(=CC(=C(C1)OC)S)N1C(C2=CC=CC=C2C1=O)=O (5-chloro-4-(1,3-dioxo-1,3-dihydroisoindol-2-yl)-2-mercaptoanisole), O (water). Reagents/catalysts: [I-].[Zn+2].[I-] (zinc iodide). Run in ClCCCl (1,2-dichloroethane), ClCCCl (1,2-dichloroethane). The product is ClC=1C(=CC(=C(C1)OC)SC(C)(C1=CC=CC=C1)C)N1C(C2=CC=CC=C2C1=O)=O (5-chloro-4-(1,3-dioxo-1,3-dihydroisoindol-2-yl)-2-(1-methyl-1-phenylethylthio)anisole). The yield is 96.4%. As a reaction SMILES: [C:1]1([C:7](O)([CH3:9])[CH3:8])[CH:6]=[CH:5][CH:4]=[CH:3][CH:2]=1.[Cl:11][C:12]1[C:13]([N:21]2[C:29](=[O:30])[C:28]3[C:23](=[CH:24][CH:25]=[CH:26][CH:27]=3)[C:22]2=[O:31])=[CH:14][C:15]([SH:20])=[C:16]([O:18][CH3:19])[CH:17]=1.O>ClCCCl.[I-].[Zn+2].[I-]>[Cl:11][C:12]1[C:13]([N:21]2[C:29](=[O:30])[C:28]3[C:23](=[CH:24][CH:25]=[CH:26][CH:27]=3)[C:22]2=[O:31])=[CH:14][C:15]([S:20][C:7]([CH3:9])([C:1]2[CH:6]=[CH:5][CH:4]=[CH:3][CH:2]=2)[CH3:8])=[C:16]([O:18][CH3:19])[CH:17]=1 |f:4.5.6|. Reported procedure: To a solution of 2-phenyl-2-propanol (0.45 g) in 1,2-dichloroethane (5 mL) were added zinc iodide (0.53 g) and a solution of 5-chloro-4-(1,3-dioxo-1,3-dihydroisoindol-2-yl)-2-mercaptoanisole (1 g) in 1,2-dichloroethane (5 mL) successively, and the mixture was stirred at room temperature for 1 hour. The reaction mixture was poured into water, and the resulting mixture was extracted with ethyl acetate. The extract was washed with brine, and dried over anhydrous magnesium sulfate. The solvent was r...